This data is from the Open Reaction Database (ORD), a public repository of structured organic reaction records. The task is: describe an organic reaction: reactants, conditions, products, and yield Reactants: CC(=O)OC(C)=O, O=CO, ClC(Cl)Cl, Cl, NCCc1ccc(OCc2ccccc2)c(N)c1, O. Yields the product NCCc1ccc(OCc2ccccc2)c(NC=O)c1. Reaction SMILES: [CH3:23][C:24]([O:25][C:26](=[O:27])[CH3:28])=[O:29].[CH:20](=[O:21])[OH:22].[CH:30]([Cl:31])([Cl:32])[Cl:33].[ClH:19].[NH2:1][CH2:2][CH2:3][c:4]1[cH:5][cH:6][c:7]([O:11][CH2:12][c:13]2[cH:14][cH:15][cH:16][cH:17][cH:18]2)[c:8]([NH2:9])[cH:10]1.[OH2:34]>>[NH2:1][CH2:2][CH2:3][c:4]1[cH:5][cH:6][c:7]([O:11][CH2:12][c:13]2[cH:14][cH:15][cH:16][cH:17][cH:18]2)[c:8]([NH:9][CH:20]=[O:21])[cH:10]1. The reactants are ice, CC(=O)C1CCCCCCC1 (cyclooctyl methyl ketone), BrBr (bromine). The solvent is CO (methyl alcohol). Run at time 5 minute. The product is C1(CCCCCCC1)C(=O)CBr (bromomethyl cyclooctyl ketone). Isolated yield 217.9%. RXN SMILES: [CH3:1][C:2]([CH:4]1[CH2:11][CH2:10][CH2:9][CH2:8][CH2:7][CH2:6][CH2:5]1)=[O:3].[Br:12]Br>CO>[CH:4]1([C:2]([CH2:1][Br:12])=[O:3])[CH2:11][CH2:10][CH2:9][CH2:8][CH2:7][CH2:6][CH2:5]1. Procedure details: An ice cold solution of 5.5 g of cyclooctyl methyl ketone in 50 ml of methyl alcohol was treated dropwise with 1.95 g of bromine. After 5 min, the ice bath was removed and the reaction mixture was allowed to warm to room temperature. The reaction mixture was then diluted with 200 ml of water and extracted with ethyl ether (3×60 ml). The combined extracts were washed with saturated sodium bicarbonate, brine, dried (MgSO4) and condensed in vacuo to yield 6.2 g of bromomethyl cyclooctyl ketone as a... Starting materials: C([O-])([O-])=O.[Na+].[Na+] (sodium carbonate), CC1=C(N)C=C(C(=C1)I)C (2,5-dimethyl-4-iodo-aniline), CC(=O)C (acetone), C(C)(=O)O (acetic acid), C1(=CC=C(C=C1)S(=O)(=O)O)C (p-toluenesulphonic acid), C(=O)=O (CO2), C(C)(=O)O[BH-](OC(C)=O)OC(C)=O.[Na+] (sodium triacetoxyborohydride). Solvent: O (water), O1CCCC1 (tetrahydrofuran). Reaction conditions: time 30 minute. Yields the product CC1=C(NC(C)C)C=C(C(=C1)I)C (2,5-dimethyl-4-iodo-N-isopropyl-aniline). RXN SMILES: [CH3:1][C:2]1[CH:8]=[C:7]([I:9])[C:6]([CH3:10])=[CH:5][C:3]=1[NH2:4].[CH3:11][C:12]([CH3:14])=O.C(O)(=O)C.C1(C)C=CC(S(O)(=O)=O)=CC=1.C(O[BH-](OC(=O)C)OC(=O)C)(=O)C.[Na+].C(=O)([O-])[O-].[Na+].[Na+].C(=O)=O>O1CCCC1.O>[CH3:1][C:2]1[CH:8]=[C:7]([I:9])[C:6]([CH3:10])=[CH:5][C:3]=1[NH:4][CH:12]([CH3:14])[CH3:11] |f:4.5,6.7.8|. Procedure: 4.1 g (0.017 mol) of 2,5-dimethyl-4-iodo-aniline, 1.4 ml of (0.019 mol) of acetone, 1.4 ml of (0,024 mol) of glacial acetic acid and 0.1 g (0.001 mol) of p-toluenesulphonic acid are dissolved in 30 ml of tetrahydrofuran and stirred for 30 minutes at ambient temperature. Then 4.7 g (0.022 mol) of sodium triacetoxyborohydride are added and the mixture is stirred for another 20 hours at ambient temperature. After the addition of 150 ml of water, sodium carbonate is added until no further developmen... Reactants: F[B-](F)(F)F, CCCCOc1ncc(C(=O)O)cc1-c1cc(C(F)(F)F)ccc1F, CCN(C(C)C)C(C)C, NC1CCCCC1O, CN(C)C=O, CN(C)C(On1nnc2ccccc21)=[N+](C)C. The product is CCCCOc1ncc(C(=O)NC2CCCCC2O)cc1-c1cc(C(F)(F)F)ccc1F. Reaction SMILES: [B-:26]([F:27])([F:28])([F:29])[F:30].[CH2:1]([CH2:2][CH2:3][CH3:4])[O:5][c:6]1[n:7][cH:8][c:9]([C:10](=[O:11])[OH:12])[cH:13][c:14]1-[c:15]1[c:16]([F:25])[cH:17][cH:18][c:19]([C:21]([F:22])([F:23])[F:24])[cH:20]1.[CH:48]([N:49]([CH2:50][CH3:51])[CH:52]([CH3:53])[CH3:54])([CH3:55])[CH3:56].[NH2:57][CH:58]1[CH:59]([OH:64])[CH2:60][CH2:61][CH2:62][CH2:63]1.[O:65]=[CH:66][N:67]([CH3:68])[CH3:69].[n:31]1([O:32][C:33]([N:34]([CH3:35])[CH3:36])=[N+:37]([CH3:38])[CH3:39])[c:40]2[cH:41][cH:42][cH:43][cH:44][c:45]2[n:46][n:47]1>>[CH2:1]([CH2:2][CH2:3][CH3:4])[O:5][c:6]1[n:7][cH:8][c:9]([C:10](=[O:12])[NH:57][CH:58]2[CH:59]([OH:64])[CH2:60][CH2:61][CH2:62][CH2:63]2)[cH:13][c:14]1-[c:15]1[c:16]([F:25])[cH:17][cH:18][c:19]([C:21]([F:22])([F:23])[F:24])[cH:20]1. Reactants: CC[N+](CC)(CC)Cc1ccccc1, [Cl-], N#CCc1ccc(Cl)cc1, O=[N+]([O-])c1ccc(Cl)c(Cl)c1, Cl, [Na+], C1CCOC1, [OH-], O. Product: N#CC(c1ccc(Cl)cc1)c1ccc([N+](=O)[O-])cc1Cl. Reaction SMILES: [CH2:26]([N+:27]([CH2:28][CH3:29])([CH2:30][CH3:31])[CH2:32][c:33]1[cH:34][cH:35][cH:36][cH:37][cH:38]1)[CH3:39].[Cl-:25].[Cl:14][c:15]1[cH:16][cH:17][c:18]([CH2:21][C:22]#[N:23])[cH:19][cH:20]1.[Cl:1][c:2]1[c:3]([Cl:11])[cH:4][c:5]([N+:8](=[O:9])[O-:10])[cH:6][cH:7]1.[ClH:24].[Na+:13].[O:40]1[CH2:41][CH2:42][CH2:43][CH2:44]1.[OH-:12].[OH2:45]>>[c:2]1([CH:21]([c:18]2[cH:17][cH:16][c:15]([Cl:14])[cH:20][cH:19]2)[C:22]#[N:23])[c:3]([Cl:11])[cH:4][c:5]([N+:8](=[O:9])[O-:10])[cH:6][cH:7]1.